This data is from the Open Reaction Database (ORD), a public repository of structured organic reaction records. The task is: describe an organic reaction: reactants, conditions, products, and yield Starting materials: S(=O)(=O)(OC)OC (Dimethyl sulfate), OC1=C(CO)C=CC=C1SC1=C(C=CC=C1)Cl (2-hydroxy-3-(2-chlorophenylthio)benzyl alcohol), [OH-].[K+] (potassium hydroxide). Run in O (water). The product is COC1=C(CO)C=CC=C1SC1=C(C=CC=C1)Cl (2-methoxy-3-(2-chlorophenylthio)benzyl alcohol). The yield is 96.6%. Reaction SMILES: S(OC)(O[CH3:5])(=O)=O.[OH:8][C:9]1[C:16]([S:17][C:18]2[CH:23]=[CH:22][CH:21]=[CH:20][C:19]=2[Cl:24])=[CH:15][CH:14]=[CH:13][C:10]=1[CH2:11][OH:12].[OH-].[K+]>O>[CH3:5][O:8][C:9]1[C:16]([S:17][C:18]2[CH:23]=[CH:22][CH:21]=[CH:20][C:19]=2[Cl:24])=[CH:15][CH:14]=[CH:13][C:10]=1[CH2:11][OH:12] |f:2.3|. Procedure details: Dimethyl sulfate (5.7 g) was added to a mixture of 2-hydroxy-3-(2-chlorophenylthio)benzyl alcohol (6 g) and potassium hydroxide (3.8 g) in water (20 ml) in 10 minutes with stirring. The mixture was stirred at 50° C. for 1.5 hours, and the reaction mixture was treated in a similar manner to that of Example 21-(4) to give oily 2-methoxy-3-(2-chlorophenylthio)benzyl alcohol (6.1 g). This product was purified by column chromatography (silica gel 100 g, benzene-ethyl acetate 10:1) to give purified oi... Reactants: C(C)(=O)SCC(C(=O)NC=1C=C(C(=O)OCC)C=CC1)CC1=CC=CC=C1 (Ethyl 3-[(2-acetylthiomethyl-3-phenylpropionyl)-amino]benzoate), N1CCCC1 (pyrrolidine), Cl (hydrochloric acid). The solvent is C(C)#N (acetonitrile), C(C)#N (acetonitrile). Run at time 30 minute. Product: SCC(C(=O)NC=1C=C(C(=O)OCC)C=CC1)CC1=CC=CC=C1 (ethyl 3-[(2-mercaptomethyl-3-phenylpropionyl)amino]benzoate). The yield is 28.1%. As a reaction SMILES: C([S:4][CH2:5][CH:6]([CH2:21][C:22]1[CH:27]=[CH:26][CH:25]=[CH:24][CH:23]=1)[C:7]([NH:9][C:10]1[CH:11]=[C:12]([CH:18]=[CH:19][CH:20]=1)[C:13]([O:15][CH2:16][CH3:17])=[O:14])=[O:8])(=O)C.N1CCCC1.Cl>C(#N)C>[SH:4][CH2:5][CH:6]([CH2:21][C:22]1[CH:23]=[CH:24][CH:25]=[CH:26][CH:27]=1)[C:7]([NH:9][C:10]1[CH:11]=[C:12]([CH:18]=[CH:19][CH:20]=1)[C:13]([O:15][CH2:16][CH3:17])=[O:14])=[O:8]. Reported procedure: Ethyl 3-[(2-acetylthiomethyl-3-phenylpropionyl)-amino]benzoate (compound of Example 68-(a)-[1]) (2.0 g) is dissolved in a 80% aqueous acetonitrile, and thereto is added pyrrolidine (0.5 g), and the mixture is stirred at room temperature for 30 minutes. The mixture is adjusted to pH 5.0 with 10% hydrochloric acid, and acetonitrile is distilled off under reduced pressure, and the residue is extracted with ethyl acetate (50 ml). The extract is washed with water, and ethyl acetate is distilled off u...